Dataset: the Open Reaction Database (ORD), a public repository of structured organic reaction records. Task: describe an organic reaction: reactants, conditions, products, and yield The reactants are Cl, O=C(O)c1ccccc1[N+](=O)[O-], [Na+], [Na+], [Na+], [OH-], O, O=S([O-])S(=O)[O-]. Product: Cl, Nc1ccccc1C(=O)O. RXN SMILES: [ClH:21].[N+:1]([O-:2])(=[O:3])[c:4]1[c:5]([C:6](=[O:7])[OH:8])[cH:9][cH:10][cH:11][cH:12]1.[Na+:19].[Na+:20].[Na+:23].[OH-:22].[OH2:24].[S:13]([S:14]([O-:15])=[O:16])([O-:17])=[O:18]>>[ClH:21].[NH2:1][c:4]1[c:5]([C:6](=[O:7])[OH:8])[cH:9][cH:10][cH:11][cH:12]1. Reactants: FC1=CC=C(C=C1)/C(=C/C=C/C(=O)O)/CCCCC ((E,E)-5-(4-fluorophenyl)-2,4-decadienoic acid), [N+](=O)([O-])C1=CC=C(C=C1)O (4-nitrophenol), C1(CCCCC1)N=C=NC1CCCCC1 (1,3- dicyclohexylcarbodiimide). The solvent is ClCCl (dichloromethane). Conditions: time 3 day. Yields the product [N+](=O)([O-])C1=CC=C(C=C1)OC(\C=C\C=C(/CCCCC)\C1=CC=C(C=C1)F)=O ((E,E)-5-(4-fluorophenyl)-2,4-decadienoic acid 4-nitrophenyl ester). Yield: 69.6%. RXN SMILES: [F:1][C:2]1[CH:7]=[CH:6][C:5](/[C:8](/[CH2:15][CH2:16][CH2:17][CH2:18][CH3:19])=[CH:9]/[CH:10]=[CH:11]/[C:12]([OH:14])=[O:13])=[CH:4][CH:3]=1.[N+:20]([C:23]1[CH:28]=[CH:27][C:26](O)=[CH:25][CH:24]=1)([O-:22])=[O:21].C1(N=C=NC2CCCCC2)CCCCC1>ClCCl>[N+:20]([C:23]1[CH:28]=[CH:27][C:26]([O:13][C:12](=[O:14])/[CH:11]=[CH:10]/[CH:9]=[C:8](/[C:5]2[CH:4]=[CH:3][C:2]([F:1])=[CH:7][CH:6]=2)\[CH2:15][CH2:16][CH2:17][CH2:18][CH3:19])=[CH:25][CH:24]=1)([O-:22])=[O:21]. Procedure: As in Example 115, (E,E)-5-(4-fluorophenyl)-2,4-decadienoic acid (4.78 g) and 4-nitrophenol (3.14 g) in 20 mL of dichloromethane was treated with 1,3- dicyclohexylcarbodiimide (3.8 g) and the mixture was stirred at room temperature for 3 days. After the usual work up. crystallization of the crude ester from 2-propanol-hexane gave 4.86 g of (E,E)-5-(4-fluorophenyl)-2,4-decadienoic acid 4-nitrophenyl ester, mp 71°-72,5° C. The reactants are COc1ccc(Br)cc1Cl, Brc1ccccn1, C1CCOC1, [Li]CCCC, COC(=O)C(Cl)C(C)=O, COc1ccc(CCC(=O)C2CCCC2)cc1Cl, [H-], [Na+]. The product is COC(=O)C(Cl)C(=O)CC(O)(CCc1ccc(OC)c(Cl)c1)C1CCCC1. As a reaction SMILES: [Br:35][c:36]1[cH:37][cH:38][c:39]([O:40][CH3:41])[c:42]([Cl:43])[cH:44]1.[Br:45][c:46]1[n:47][cH:48][cH:49][cH:50][cH:51]1.[CH2:52]1[O:53][CH2:54][CH2:55][CH2:56]1.[CH3:12][CH2:13][CH2:14][CH2:15][Li:16].[CH3:1][O:2][C:3]([CH:4]([C:5](=[O:6])[CH3:7])[Cl:8])=[O:9].[Cl:17][c:18]1[cH:19][c:20]([CH2:26][CH2:27][C:28](=[O:29])[CH:30]2[CH2:31][CH2:32][CH2:33][CH2:34]2)[cH:21][cH:22][c:23]1[O:24][CH3:25].[H-:11].[Na+:10]>>[CH3:1][O:2][C:3]([CH:4]([C:5](=[O:6])[CH2:7][C:28]([CH2:27][CH2:26][c:20]1[cH:19][c:18]([Cl:17])[c:23]([O:24][CH3:25])[cH:22][cH:21]1)([OH:29])[CH:30]1[CH2:31][CH2:32][CH2:33][CH2:34]1)[Cl:8])=[O:9]. Starting materials: C([O-])(O)=O.[Na+] (sodium bicarbonate), S(=O)(=O)([O-])OOS(=O)(=O)[O-].[K+].[K+] (potassium peroxydisulphate), COC1=C(CN2C([C@@H]([C@@H]2\C=C\C(N)=O)NC(=O)OC(C)(C)C)=O)C=CC(=C1)OC (t-butyl (3R,4S)-1-(2,4-dimethoxybenzyl)-4-[(E)-2-carbamoylvinyl]-2-oxo-3-azetidinecarbamate). The solvent is O (water), C(C)#N (acetonitrile), O (water). Yields the product C(N)(=O)/C=C/[C@H]1[C@H](C(N1)=O)NC(=O)OC(C)(C)C (t-butyl (3R,4S)-4-[ (E)-2-carbamoylvinyl]-2-oxo-3-azetidinecarbamate). Isolated yield 40.5%. Reaction SMILES: COC1C=C(OC)C=CC=1C[N:6]1[C@@H:9](/[CH:10]=[CH:11]/[C:12](=[O:14])[NH2:13])[C@@H:8]([NH:15][C:16]([O:18][C:19]([CH3:22])([CH3:21])[CH3:20])=[O:17])[C:7]1=[O:23].S(OOS([O-])(=O)=O)([O-])(=O)=O.[K+].[K+].C(=O)(O)[O-].[Na+]>C(#N)C.O>[C:12](/[CH:11]=[CH:10]/[C@@H:9]1[NH:6][C:7](=[O:23])[C@@H:8]1[NH:15][C:16]([O:18][C:19]([CH3:22])([CH3:21])[CH3:20])=[O:17])(=[O:14])[NH2:13] |f:1.2.3,4.5|. Procedure: 3.6 g (8.9 mmol) of t-butyl (3R,4S)-1-(2,4-dimethoxybenzyl)-4-[(E)-2-carbamoylvinyl]-2-oxo-3-azetidinecarbamate are dissolved in 80 ml of acetonitrile and 150 ml of water and the solution is treated dropwise under reflux with a solution of 4.9 g (17.8 mmol) of potassium peroxydisulphate in 50 ml of water. The pH is held at 6.5 by the addition of saturated aqueous sodium bicarbonate solution. After 4 hours 40 ml of acetonitrile are distilled off. The crude mixture is subsequently partially evapor... Starting materials: BrCC(=O)C1=CC=CC=C1 (alpha-bromoacetophenone), C[O-].[Na+] (sodium methoxide), C(C)O (ethanol), C(C)O (ethanol), N1=CC=C(C=C1)CS (4-Picolyl mercaptan), C(C)O (ethanol). Solvent: C(C)OCC (diethyl ether). Reaction conditions: time 17 hour. The product is N1=CC=C(C=C1)CSCC(=O)C1=CC=CC=C1 (Alpha-(4-Picolylthio)acetophenone). RXN SMILES: C[O-].[Na+].C(O)C.[N:7]1[CH:12]=[CH:11][C:10]([CH2:13][SH:14])=[CH:9][CH:8]=1.Br[CH2:16][C:17]([C:19]1[CH:24]=[CH:23][CH:22]=[CH:21][CH:20]=1)=[O:18]>C(OCC)C>[N:7]1[CH:12]=[CH:11][C:10]([CH2:13][S:14][CH2:16][C:17]([C:19]2[CH:24]=[CH:23][CH:22]=[CH:21][CH:20]=2)=[O:18])=[CH:9][CH:8]=1 |f:0.1|. Procedure: Under a nitrogen atmosphere, sodium methoxide (0.81 g., 15 mmoles) was dissolved in 17.9 ml. of stirring absolute ethanol, and cooled in an ice bath. 4-Picolyl mercaptan (1.88 g., 15 mmoles) in 3 ml. of absolute ethanol was added dropwise over approximately 5 minutes, followed by alpha-bromoacetophenone (3.05 g., 15 mmoles) in 10 ml. of warm absolute ethanol added over approximately 10 minutes. The stirring reaction mixture was warmed to room temperature and left to stir for 17 hours. Salts were... The reactants are COC=1C=C(C=C(C1)OC)O (3,5-dimethoxyphenol), BrCC(=O)C1=CC=C(C=C1)F (2-bromo-1-(4-fluorophenyl)ethanone). Product: FC1=CC=C(C=C1)C=1OC=2C(C1)=C(C=C(C2)O)O (2-(4-fluorophenyl)-1-benzofuran-4,6-diol). Isolated yield 80.0%. RXN SMILES: C[O:2][C:3]1[CH:4]=[C:5](O)[CH:6]=[C:7]([O:9]C)[CH:8]=1.Br[CH2:13][C:14]([C:16]1[CH:21]=[CH:20][C:19]([F:22])=[CH:18][CH:17]=1)=[O:15]>>[F:22][C:19]1[CH:20]=[CH:21][C:16]([C:14]2[O:15][C:5]3[C:6](=[C:7]([OH:9])[CH:8]=[C:3]([OH:2])[CH:4]=3)[CH:13]=2)=[CH:17][CH:18]=1. Procedure: This compound was prepared using Method A from 3,5-dimethoxyphenol and 2-bromo-1-(4-fluorophenyl)ethanone: Yield 80% following procedures A.2 and A.5; m.p. 189-190° C.; IR 3332, 1614, 1500, 1243, 1125, 1072 cm−1; 1H-NMR (500 MHz, δ ppm, DMSO-d6) 9.85 (s, 1H), 9.36 (s, 1H), 7.82 (dd, J=8.7 Hz, 5.4 Hz, 2H), 7.27 (t, J=8.9 Hz, 2H), 7.21 (s, 1H), 6.42 (s, 1H), 6.19 (d, J=1.7 Hz, 1H); 13C-NMR (126 MHz, δ ppm, CD3OD) 163.85 (d, J=246.0 Hz), 158.8, 158.0, 153.3, 152.5, 129.0 (d, J=3.3 Hz), 127.1 (d, J=... Reactants: SC1=NC=2C=CC=C3CCCN1C23 (5,6-dihydro-2-mercapto-4H-imidazo [4,5,1-ij]quinoline), Cl.N1=CC=C(C=C1)CCl (4-picolyl chloride HCl). Solvent: C(C)O (ethanol). Run at time 16 hour. Product: N1=CC=C(C=C1)CSC1=NC=2C=CC=C3CCCN1C23 (5,6-Dihydro-2-(4-pyridylmethylthio)-4H-imidazo[4,5,1-ij]-quinoline). Isolated yield 44.5%. As a reaction SMILES: [SH:1][C:2]1[N:12]2[C:13]3[C:8]([CH2:9][CH2:10][CH2:11]2)=[CH:7][CH:6]=[CH:5][C:4]=3[N:3]=1.Cl.[N:15]1[CH:20]=[CH:19][C:18]([CH2:21]Cl)=[CH:17][CH:16]=1>C(O)C>[N:15]1[CH:20]=[CH:19][C:18]([CH2:21][S:1][C:2]2[N:12]3[C:13]4[C:8]([CH2:9][CH2:10][CH2:11]3)=[CH:7][CH:6]=[CH:5][C:4]=4[N:3]=2)=[CH:17][CH:16]=1 |f:1.2|. Procedure: To a suspension of 5,6-dihydro-2-mercapto-4H-imidazo [4,5,1-ij]quinoline (1.9 g) in ethanol was added 4-picolyl chloride HCl (1.68 g) and the mixture was stirred at ambient temperature for 16 hours and at reflux for 2 hours. The solvent was removed by evaporation and the residue dissolved in water. The solution was washed with EtOAc and then basified (aqueous NaOH) and extracted with CHCl3. Following short column chromatography (SiO2 /CHCl3) the residue was crystallised from EtOAc to give the ti...